Dataset: the Open Reaction Database (ORD), a public repository of structured organic reaction records. Task: describe an organic reaction: reactants, conditions, products, and yield The reactants are CC(=O)OCC1OC(OC(C)=O)C(OC(C)=O)C1OC(C)=O, CC(C)Nc1nc2c(Cl)cccc2[nH]1, ClCCCl, C[Si](C)(C)OS(=O)(=O)C(F)(F)F. Yields the product CC(=O)OCC1OC(n2c(NC(C)C)nc3c(Cl)cccc32)C(OC(C)=O)C1OC(C)=O. RXN SMILES: [C:27]([O:28][CH:31]1[CH:32]([O:33][C:34]([CH3:35])=[O:36])[CH:37]([O:38][C:39]([CH3:40])=[O:41])[CH:42]([CH2:44][O:45][C:46]([CH3:47])=[O:48])[O:43]1)(=[O:29])[CH3:30].[Cl:1][c:2]1[cH:3][cH:4][cH:5][c:6]2[nH:7][c:8]([NH:11][CH:12]([CH3:13])[CH3:14])[n:9][c:10]12.[Cl:49][CH2:50][CH2:51][Cl:52].[F:15][C:16]([F:17])([F:18])[S:19]([O:20][Si:21]([CH3:22])([CH3:23])[CH3:24])(=[O:25])=[O:26]>>[Cl:1][c:2]1[cH:3][cH:4][cH:5][c:6]2[n:7]([CH:31]3[CH:32]([O:33][C:34]([CH3:35])=[O:36])[CH:37]([O:38][C:39]([CH3:40])=[O:41])[CH:42]([CH2:44][O:45][C:46]([CH3:47])=[O:48])[O:43]3)[c:8]([NH:11][CH:12]([CH3:13])[CH3:14])[n:9][c:10]12. The reactants are Cl.C(C)(C)(C)ON (O-tert-butylhydroxylamine hydrochloride), IC1=CC=C(OCCC(=O)O)C=C1 (3-(4-iodophenoxy)propanoic acid), C(=O)([O-])[O-].[Na+].[Na+] (Na2CO3). Solvent: O (water), C(C)OCC (ethyl ether), S(=O)(Cl)Cl (thionyl chloride). Conditions: time 2 hour. The product is C(C)(C)(C)ONC(CCOC1=CC=C(C=C1)I)=O (O-tert-butyl 3-(4-iodophenoxy)propanohydroxamic acid). Isolated yield 98.0%. As a reaction SMILES: [I:1][C:2]1[CH:13]=[CH:12][C:5]([O:6][CH2:7][CH2:8][C:9]([OH:11])=O)=[CH:4][CH:3]=1.Cl.[C:15]([O:19][NH2:20])([CH3:18])([CH3:17])[CH3:16].C([O-])([O-])=O.[Na+].[Na+]>S(Cl)(Cl)=O.C(OCC)C.O>[C:15]([O:19][NH:20][C:9](=[O:11])[CH2:8][CH2:7][O:6][C:5]1[CH:4]=[CH:3][C:2]([I:1])=[CH:13][CH:12]=1)([CH3:18])([CH3:17])[CH3:16] |f:1.2,3.4.5|. Procedure: A suspension of 3-(4-iodophenoxy)propanoic acid (1.00 g, 3.42 mmol) in thionyl chloride (6.0 mL) was heated at reflux for 30 minutes. The reaction mixture was cooled to ambient temperature, diluted with ethyl ether, and concentrated in vacuo. The residue was azeotroped three times with ethyl ether, dried under high vacuum, and taken up in dichloromethane (7 mL) under N2. To the solution was added a solution in dichloromethane of O-tert-butylhydroxylamine (8.60 mmol; prepared by dissolving O-tert... Reactants: C(=O)[O-].[NH4+] (ammonium formate), N(=[N+]=[N-])C1C(N(C2=C(C(=N1)C1=NC(=CC=C1)OC)C=C(C=C2)Cl)C)=O (3-azido-7-chloro-1,3-dihydro-5-(6-methoxy-2-pyridinyl)-1-methyl-2H-1,4-benzodiazepin-2-one). The reagents and catalysts are [Pd] (Pd/C). Solvent: CO (MeOH), CO (MeOH). Conditions: time 10 minute. Yields the product NC1C(N(C2=C(C(=N1)C1=NC(=CC=C1)OC)C=C(C=C2)Cl)C)=O (3-Amino-7-chloro-1,3-dihydro-5-(6-methoxy-2-pyridinyl)-1-methyl-2H-1,4-benzodiazepin-2-one). Yield: 78.2%. Reaction SMILES: C([O-])=O.[NH4+].[N:5]([CH:8]1[N:14]=[C:13]([C:15]2[CH:20]=[CH:19][CH:18]=[C:17]([O:21][CH3:22])[N:16]=2)[C:12]2[CH:23]=[C:24]([Cl:27])[CH:25]=[CH:26][C:11]=2[N:10]([CH3:28])[C:9]1=[O:29])=[N+]=[N-]>CO.[Pd]>[NH2:5][CH:8]1[N:14]=[C:13]([C:15]2[CH:20]=[CH:19][CH:18]=[C:17]([O:21][CH3:22])[N:16]=2)[C:12]2[CH:23]=[C:24]([Cl:27])[CH:25]=[CH:26][C:11]=2[N:10]([CH3:28])[C:9]1=[O:29] |f:0.1|. Procedure details: As illustrated in the scheme above, a suspension of Pd/C (0.005 g of 10% on C) in MeOH (0.5 mL) under N2 was treated with ammonium formate (0.0252 g, 0.400 mmol). The mixture was stirred for 10 min. and then transferred via Pasteur pipette to a suspension of 3-azido-7-chloro-1,3-dihydro-5-(6-methoxy-2-pyridinyl)-1-methyl-2H-1,4-benzodiazepin-2-one (0.0204 g, 0.0572 mmol) in MeOH (1.2 mL). The resulting mixture was stirred at room temperature for 3 h and was then filtered through a small pad of C... The reactants are C(C)(C)(C)OC(NC(CC1=CC=C(C=C1)Br)COCC1=C(C=CC=C1)CO)=O (tert-Butyl(1-(4-bromophenyl)-3-((2-(hydroxymethyl)benzyl)oxy)propan-2-yl)carbamate), C1CC(=O)N(C1=O)Br (NBS), C1=CC=C(C=C1)P(C2=CC=CC=C2)C3=CC=CC=C3 (PPh3), CC(OCC)=O (EA). Solvent: C1CCOC1 (THF). Run at temperature 0 celsius, time 20 minute. Product: C(C)(C)(C)OC(NC(COCC1=C(C=CC=C1)CBr)CC1=CC=C(C=C1)Br)=O (tert-Butyl(1-((2-(bromomethyl)benzyl)oxy)-3-(4-bromophenyl)propan-2-yl)carbamate). Yield: 48.7%. As a reaction SMILES: [C:1]([O:5][C:6](=[O:28])[NH:7][CH:8]([CH2:17][O:18][CH2:19][C:20]1[CH:25]=[CH:24][CH:23]=[CH:22][C:21]=1[CH2:26]O)[CH2:9][C:10]1[CH:15]=[CH:14][C:13]([Br:16])=[CH:12][CH:11]=1)([CH3:4])([CH3:3])[CH3:2].C1C(=O)N([Br:36])C(=O)C1.C1C=CC(P(C2C=CC=CC=2)C2C=CC=CC=2)=CC=1.CC(=O)OCC>C1COCC1>[C:1]([O:5][C:6](=[O:28])[NH:7][CH:8]([CH2:9][C:10]1[CH:15]=[CH:14][C:13]([Br:16])=[CH:12][CH:11]=1)[CH2:17][O:18][CH2:19][C:20]1[CH:25]=[CH:24][CH:23]=[CH:22][C:21]=1[CH2:26][Br:36])([CH3:4])([CH3:3])[CH3:2]. Procedure: To a solution of compound 3h (4.15 g, 9.2 mmol) in dry THF (50 mL) was added NBS (4.1 g, 23 mmol) and PPh3 (6 g, 23 mmol) at 0° C. The mixture was stirred at 0° C. for 20 min. Then the mixture was stirred at rt for 2 hr. The solvent was evaporated in vacuo and purified by CC eluting with PE:EA=4:1 to give 3i as a white solid (2.3 g, 50% yield). Reactants: O=C(Nc1ccc(CCl)cc1)C1=Cc2cc(-c3ccccc3)ccc2CC1, Clc1cccnc1, CN(C)C=O. Yields the product O=C(Nc1ccc(C[n+]2cccc(Cl)c2)cc1)C1=Cc2cc(-c3ccccc3)ccc2CC1, [Cl-]. As a reaction SMILES: [Cl:1][CH2:2][c:3]1[cH:4][cH:5][c:6]([NH:9][C:10](=[O:11])[C:12]2=[CH:13][c:14]3[cH:15][c:16](-[c:22]4[cH:23][cH:24][cH:25][cH:26][cH:27]4)[cH:17][cH:18][c:19]3[CH2:20][CH2:21]2)[cH:7][cH:8]1.[Cl:28][c:29]1[cH:30][n:31][cH:32][cH:33][cH:34]1.[O:35]=[CH:36][N:37]([CH3:38])[CH3:39]>>[CH2:2]([c:3]1[cH:4][cH:5][c:6]([NH:9][C:10](=[O:11])[C:12]2=[CH:13][c:14]3[cH:15][c:16](-[c:22]4[cH:23][cH:24][cH:25][cH:26][cH:27]4)[cH:17][cH:18][c:19]3[CH2:20][CH2:21]2)[cH:7][cH:8]1)[n+:31]1[cH:30][c:29]([Cl:28])[cH:34][cH:33][cH:32]1.[Cl-:1]. Product: C1(=CC=CC=C1)CCC1=COC2=C1C=CC(=C2CC=C)O (3-(2-Phenylethyl)-6-hydroxy-7-allyl-benzofuran). Run at temperature 50 celsius. Reported procedure: The product from Step D (1.245 grams), dissolved in 1,2-dichlorobenzene (20 mL) was refluxed under nitrogen for 11 hours. The solution was cooled to approx. 50° C. High vacuum was applied and the solvent removed until the residue solidified. The solid was dissolved in CH2Cl2 (100 mL), recovered, re-evaporated and chromatographed over silica gel (5:1 hex/ethyl acetate). Evaporation of the appropriate fractions gave the title compound as a pale yellow solid. Reactants: C1(=CC=CC=C1)CCC1=COC2=C1C=CC(=C2)OCC=C (3-(2-Phenylethyl)-6-allyloxy-benzofuran), ClC1=C(C=CC=C1)Cl (1,2-dichlorobenzene). RXN SMILES: [C:1]1([CH2:7][CH2:8][C:9]2[C:13]3[CH:14]=[CH:15][C:16]([O:18]CC=C)=[CH:17][C:12]=3[O:11][CH:10]=2)[CH:6]=[CH:5][CH:4]=[CH:3][CH:2]=1.Cl[C:23]1[CH:28]=CC=C[C:24]=1Cl>>[C:1]1([CH2:7][CH2:8][C:9]2[C:13]3[CH:14]=[CH:15][C:16]([OH:18])=[C:17]([CH2:28][CH:23]=[CH2:24])[C:12]=3[O:11][CH:10]=2)[CH:2]=[CH:3][CH:4]=[CH:5][CH:6]=1. Reaction SMILES: [CH2:40]([C:41]#[CH:42])[NH2:43].[CH3:44][N:45]([CH3:46])[CH:47]=[O:48].[H-:27].[Na+:28].[OH2:49].[OH:1][c:2]1[c:3]([C:11]([CH:12]=[CH:13][c:14]2[cH:15][c:16]([O:20][CH2:21][C:22](=[O:23])[O:24][CH3:25])[cH:17][cH:18][cH:19]2)=[O:26])[c:4](=[O:10])[n:5]([CH3:9])[c:6]([CH3:8])[cH:7]1.[c:29]1([CH3:30])[cH:31][cH:32][c:33]([S:34]([Cl:35])(=[O:36])=[O:37])[cH:38][cH:39]1>>[c:2]1([NH:43][CH2:40][C:41]#[CH:42])[c:3]([C:11]([CH:12]=[CH:13][c:14]2[cH:15][c:16]([O:20][CH2:21][C:22](=[O:23])[O:24][CH3:25])[cH:17][cH:18][cH:19]2)=[O:26])[c:4](=[O:10])[n:5]([CH3:9])[c:6]([CH3:8])[cH:7]1. The product is C#CCNc1cc(C)n(C)c(=O)c1C(=O)C=Cc1cccc(OCC(=O)OC)c1. Reactants: C#CCN, CN(C)C=O, [H-], [Na+], O, COC(=O)COc1cccc(C=CC(=O)c2c(O)cc(C)n(C)c2=O)c1, Cc1ccc(S(=O)(=O)Cl)cc1.